This data is from the Open Reaction Database (ORD), a public repository of structured organic reaction records. The task is: describe an organic reaction: reactants, conditions, products, and yield Reaction conditions: time 15 minute. Procedure: aa) A solution of 4.93 g of 5-nitrovanillin and 2.7 g of 1,2-phenylenediamine, in 45 ml of methanol and 15 ml of nitrobenzene is heated to boiling under reflux. After 15 minutes crystals begin to separate from the red solution. After 18 hours the reaction mixture is cooled to room temperature and diluted with 60 ml of methanol. The crystals are filtered under suction and washed with methanol. There is obtained 4-(2-benzimidazolyl)-2-methoxy-6-nitrophenol of m.p. 198°-200° (from N,N-dimethylforma... The solvent is CO (methanol). Yields the product N1=C(NC2=C1C=CC=C2)C2=CC(=C(C(=C2)[N+](=O)[O-])O)OC (4-(2-benzimidazolyl)-2-methoxy-6-nitrophenol). Starting materials: [N+](=O)([O-])C=1C(=C(C=C(C=O)C1)OC)O (5-nitrovanillin), C1(=C(C=CC=C1)N)N (1,2-phenylenediamine), [N+](=O)([O-])C1=CC=CC=C1 (nitrobenzene). RXN SMILES: [N+:1]([C:4]1[C:5]([OH:14])=[C:6]([O:12][CH3:13])[CH:7]=[C:8]([CH:11]=1)[CH:9]=O)([O-:3])=[O:2].[C:15]1([NH2:22])[CH:20]=[CH:19][CH:18]=[CH:17][C:16]=1[NH2:21].[N+](C1C=CC=CC=1)([O-])=O>CO>[N:21]1[C:16]2[CH:17]=[CH:18][CH:19]=[CH:20][C:15]=2[NH:22][C:9]=1[C:8]1[CH:11]=[C:4]([N+:1]([O-:3])=[O:2])[C:5]([OH:14])=[C:6]([O:12][CH3:13])[CH:7]=1. Starting materials: CCOCCl, c1ccc(P(c2ccccc2)c2ccccc2)cc1, c1ccccc1. The product is [Cl-], CCOC[P+](c1ccccc1)(c1ccccc1)c1ccccc1. Reaction SMILES: [CH2:20]([CH3:21])[O:22][CH2:23][Cl:24].[c:1]1([P:7]([c:8]2[cH:9][cH:10][cH:11][cH:12][cH:13]2)[c:14]2[cH:15][cH:16][cH:17][cH:18][cH:19]2)[cH:2][cH:3][cH:4][cH:5][cH:6]1.[cH:25]1[cH:26][cH:27][cH:28][cH:29][cH:30]1>>[Cl-:24].[c:1]1([P+:7]([c:8]2[cH:9][cH:10][cH:11][cH:12][cH:13]2)([c:14]2[cH:15][cH:16][cH:17][cH:18][cH:19]2)[CH2:23][O:22][CH2:20][CH3:21])[cH:2][cH:3][cH:4][cH:5][cH:6]1. Reactants: COc1ccc([N+](=O)[O-])c(C(=O)O)c1, CC#N, Nc1ccc(Cl)cn1, O, O=P(Cl)(Cl)Cl, c1ccncc1. Reaction SMILES: [CH3:1][O:2][c:3]1[cH:4][cH:5][c:6]([N+:12](=[O:13])[O-:14])[c:7]([C:8](=[O:9])[OH:10])[cH:11]1.[CH3:35][C:36]#[N:37].[NH2:15][c:16]1[n:17][cH:18][c:19]([Cl:22])[cH:20][cH:21]1.[OH2:34].[P:29]([Cl:30])([Cl:31])([Cl:32])=[O:33].[cH:23]1[cH:24][cH:25][n:26][cH:27][cH:28]1>>[CH3:1][O:2][c:3]1[cH:4][cH:5][c:6]([N+:12](=[O:13])[O-:14])[c:7]([C:8](=[O:10])[NH:15][c:16]2[n:17][cH:18][c:19]([Cl:22])[cH:20][cH:21]2)[cH:11]1. The product is COc1ccc([N+](=O)[O-])c(C(=O)Nc2ccc(Cl)cn2)c1. Reactants: O=C(Cl)Oc1ccccc1, ClCCl, [K+], [K+], O=C([O-])[O-], Cc1ccc(-n2nc(C3(C(F)(F)F)CC3)cc2N)cc1. Product: Cc1ccc(-n2nc(C3(C(F)(F)F)CC3)cc2NC(=O)Oc2ccccc2)cc1. RXN SMILES: [Cl:27][C:28](=[O:29])[O:30][c:31]1[cH:32][cH:33][cH:34][cH:35][cH:36]1.[Cl:37][CH2:38][Cl:39].[K+:21].[K+:22].[O-:23][C:24]([O-:25])=[O:26].[c:1]1([CH3:20])[cH:2][cH:3][c:4](-[n:7]2[n:8][c:9]([C:13]3([C:16]([F:17])([F:18])[F:19])[CH2:14][CH2:15]3)[cH:10][c:11]2[NH2:12])[cH:5][cH:6]1>>[c:1]1([CH3:20])[cH:2][cH:3][c:4](-[n:7]2[n:8][c:9]([C:13]3([C:16]([F:17])([F:18])[F:19])[CH2:14][CH2:15]3)[cH:10][c:11]2[NH:12][C:28](=[O:29])[O:30][c:31]2[cH:32][cH:33][cH:34][cH:35][cH:36]2)[cH:5][cH:6]1.